From a dataset of the Open Reaction Database (ORD), a public repository of structured organic reaction records. describe an organic reaction: reactants, conditions, products, and yield Starting materials: Br, CC(=O)O, COc1ccc(Cl)cc1-n1c(=O)[nH]c2ccccc21, O. The product is O=c1[nH]c2ccccc2n1-c1cc(Cl)ccc1O. As a reaction SMILES: [BrH:21].[CH3:22][C:23](=[O:24])[OH:25].[Cl:1][c:2]1[cH:3][cH:4][c:5]([O:18][CH3:19])[c:6](-[n:8]2[c:9](=[O:17])[nH:10][c:11]3[c:12]2[cH:13][cH:14][cH:15][cH:16]3)[cH:7]1.[OH2:20]>>[Cl:1][c:2]1[cH:3][cH:4][c:5]([OH:18])[c:6](-[n:8]2[c:9](=[O:17])[nH:10][c:11]3[c:12]2[cH:13][cH:14][cH:15][cH:16]3)[cH:7]1. Starting materials: C1CCOC1, O=C=Nc1ccccc1I, CCOC(=O)c1ccccc1N. Product: CCOC(=O)c1ccccc1NC(=O)Nc1ccccc1I. RXN SMILES: [CH2:23]1[O:24][CH2:25][CH2:26][CH2:27]1.[I:1][c:2]1[c:3]([N:8]=[C:9]=[O:10])[cH:4][cH:5][cH:6][cH:7]1.[NH2:11][c:12]1[c:13]([C:14](=[O:15])[O:16][CH2:17][CH3:18])[cH:19][cH:20][cH:21][cH:22]1>>[I:1][c:2]1[c:3]([NH:8][C:9](=[O:10])[NH:11][c:12]2[c:13]([C:14](=[O:15])[O:16][CH2:17][CH3:18])[cH:19][cH:20][cH:21][cH:22]2)[cH:4][cH:5][cH:6][cH:7]1. Reactants: solution, [CH-]1C=CC=C1.[Na+] (sodium cyclopentadienide), C(C1=CC=CC=C1)C(=O)C1=CC=C(C=C1)Cl (benzyl(p-chlorophenyl)ketone), [Cl-].[Mg+2].[Cl-] (magnesium chloride). The solvent is C1CCOC1 (THF), C1CCOC1 (THF), C1CCOC1 (THF). Product: C(C1=CC=CC=C1)C(=C1C=CC=C1)C1=CC=C(C=C1)Cl (6-benzyl-6-(p-chlorophenyl)fulvene). RXN SMILES: [Cl-].[Mg+2].[Cl-].[CH-:4]1[CH:8]=[CH:7][CH:6]=[CH:5]1.[Na+].[CH2:10]([C:17]([C:19]1[CH:24]=[CH:23][C:22]([Cl:25])=[CH:21][CH:20]=1)=O)[C:11]1[CH:16]=[CH:15][CH:14]=[CH:13][CH:12]=1>C1COCC1>[CH2:10]([C:17]([C:19]1[CH:20]=[CH:21][C:22]([Cl:25])=[CH:23][CH:24]=1)=[C:4]1[CH:8]=[CH:7][CH:6]=[CH:5]1)[C:11]1[CH:16]=[CH:15][CH:14]=[CH:13][CH:12]=1 |f:0.1.2,3.4|. Procedure details: Under a nitrogen atmosphere, 2.45 g (25.7 mmol) of anhydrous magnesium chloride and 20 mL of dry THF were put into a 100-mL Schlenk flask and then stirred. To this mixed solution, 10.6 mL (21.2 mmol) of a solution of sodium cyclopentadienide having a concentration of 2.0 mol/L in THF was added. Then, the product was heated and refluxed for an hour, the obtained pink slurry was cooled in an ice bath, and a solution in which 3.5 g (17.8 mmol) of benzyl(p-chlorophenyl)ketone had been dissolved in 1...